From a dataset of the Open Reaction Database (ORD), a public repository of structured organic reaction records. describe an organic reaction: reactants, conditions, products, and yield The reactants are COc1ccc(C(O)c2cc(OC)c(OC)c(OC)c2)cc1, CCOC(C)=O. The product is COc1ccc(Cc2cc(OC)c(OC)c(OC)c2)cc1. RXN SMILES: [CH3:1][O:2][c:3]1[cH:4][cH:5][c:6]([CH:9]([OH:10])[c:11]2[cH:12][c:13]([O:21][CH3:22])[c:14]([O:19][CH3:20])[c:15]([O:17][CH3:18])[cH:16]2)[cH:7][cH:8]1.[CH3:23][CH2:24][O:25][C:26]([CH3:27])=[O:28]>>[CH3:1][O:2][c:3]1[cH:4][cH:5][c:6]([CH2:9][c:11]2[cH:12][c:13]([O:21][CH3:22])[c:14]([O:19][CH3:20])[c:15]([O:17][CH3:18])[cH:16]2)[cH:7][cH:8]1. Starting materials: ClC(CN1C2=C(NC3=C(C1=O)C=CC=C3)N=CC=C2)=C (5-(2-chloro-2-propenyl)-5,11-dihydro-6H-pyrido[2,3-b][1,4]benzodiazepin-6-one), [H-].[Na+] (sodium hydride), C(C)I (ethyl iodide). The solvent is CN(C=O)C (dimethylformamide). Product: ClC(CN1C2=C(N(C3=C(C1=O)C=CC=C3)CC)N=CC=C2)=C (5-(2-Chloro-2-propenyl)-11-ethyl-5,11-dihydro-6H-pyrido[2,3-b][1,4]benzodiazepin-6-one). As a reaction SMILES: [Cl:1][C:2](=[CH2:20])[CH2:3][N:4]1[C:10](=[O:11])[C:9]2[CH:12]=[CH:13][CH:14]=[CH:15][C:8]=2[NH:7][C:6]2[N:16]=[CH:17][CH:18]=[CH:19][C:5]1=2.[H-].[Na+].[CH2:23](I)[CH3:24]>CN(C)C=O>[Cl:1][C:2](=[CH2:20])[CH2:3][N:4]1[C:10](=[O:11])[C:9]2[CH:12]=[CH:13][CH:14]=[CH:15][C:8]=2[N:7]([CH2:23][CH3:24])[C:6]2[N:16]=[CH:17][CH:18]=[CH:19][C:5]1=2 |f:1.2|. Reported procedure: 9.7 g (0.034 mol) of 5-(2-chloro-2-propenyl)-5,11-dihydro-6H-pyrido[2,3-b][1,4]benzodiazepin-6-one, were suspended in 100 ml of anhydrous dimethylformamide. The mixture was thoroughly purged with dry nitrogen and stirred rapidly while 1.8 g (0.0375 mol) of a 50% dispersion of sodium hydride in mineral oil was slowly added portionwise through an inlet protected by a calcium chloride drying tube. Addition of the first portion sodium hydride resulted in an immediate exothermic reaction, and the tem... Reactants: O=C([O-])[O-], NC1(C(=O)O)CCCCC1, [Na+], [Na+], C1COCCO1, O, O=C(Cl)OCC1c2ccccc2-c2ccccc21. The product is O=C(NC1(C(=O)O)CCCCC1)OCC1c2ccccc2-c2ccccc21. RXN SMILES: [C:11](=[O:12])([O-:13])[O-:14].[NH2:1][C:2]1([C:8](=[O:9])[OH:10])[CH2:3][CH2:4][CH2:5][CH2:6][CH2:7]1.[Na+:15].[Na+:16].[O:36]1[CH2:37][CH2:38][O:39][CH2:40][CH2:41]1.[OH2:35].[cH:17]1[cH:18][cH:19][cH:20][c:21]2[c:29]1[CH:28]([CH2:30][O:31][C:32](=[O:33])[Cl:34])[c:27]1[c:22]-2[cH:23][cH:24][cH:25][cH:26]1>>[NH:1]([C:2]1([C:8](=[O:9])[OH:10])[CH2:3][CH2:4][CH2:5][CH2:6][CH2:7]1)[C:32]([O:31][CH2:30][CH:28]1[c:27]2[c:22]([cH:23][cH:24][cH:25][cH:26]2)-[c:21]2[cH:20][cH:19][cH:18][cH:17][c:29]21)=[O:33].